Dataset: the Open Reaction Database (ORD), a public repository of structured organic reaction records. Task: describe an organic reaction: reactants, conditions, products, and yield The reactants are 8B, Br (HBr), ice water, COC1=C(C=C(C(=C1)[N+](=O)[O-])[N+](=O)[O-])OC (1,2-dimethoxy-4,5-dinitrobenzene), 8A. Solvent: C(C)(=O)O (acetic acid). Reaction conditions: time 4 hour. Yields the product OC1=C(C=C(C(=C1)[N+](=O)[O-])[N+](=O)[O-])O (1,2-Dihydroxy-4,5-dinitrobenzene). The yield is 9869.8%. As a reaction SMILES: C[O:2][C:3]1[CH:8]=[C:7]([N+:9]([O-:11])=[O:10])[C:6]([N+:12]([O-:14])=[O:13])=[CH:5][C:4]=1[O:15]C.Br>C(O)(=O)C>[OH:2][C:3]1[CH:8]=[C:7]([N+:9]([O-:11])=[O:10])[C:6]([N+:12]([O-:14])=[O:13])=[CH:5][C:4]=1[OH:15]. Procedure details: 8B, FIG. 8. In a dry 500 mL round bottom flask, 1,2-dimethoxy-4,5-dinitrobenzene (3.2 g, 0.12 mmol) 8A was stirred vigorously in 40 mL of glacial acetic acid at 30° C. Once a homogeneous solution 200 mL of 48% HBr was added to the flask and the reaction was slowly heated to reflux. The reaction was complete as indicated by TLC after 4 hours. The work up involved pouring the cooled solution into 800 mL of ice water and then extracting the aqueous phase with CHCl3 (3×150 mL) in order to remove any... The reactants are O=C([O-])[O-], COC(=O)c1ccc(-c2ccccc2)cc1NC(=O)c1cc(C2CCNCC2)ccc1OCc1ccccc1, CC#N, CC(C)I, [K+], [K+]. The product is COC(=O)c1ccc(-c2ccccc2)cc1NC(=O)c1cc(C2CCN(C(C)C)CC2)ccc1OCc1ccccc1. As a reaction SMILES: [C:1](=[O:2])([O-:3])[O-:4].[CH2:11]([c:12]1[cH:13][cH:14][cH:15][cH:16][cH:17]1)[O:18][c:19]1[c:20]([C:21](=[O:22])[NH:23][c:24]2[c:25]([C:26](=[O:27])[O:28][CH3:29])[cH:30][cH:31][c:32](-[c:34]3[cH:35][cH:36][cH:37][cH:38][cH:39]3)[cH:33]2)[cH:40][c:41]([CH:44]2[CH2:45][CH2:46][NH:47][CH2:48][CH2:49]2)[cH:42][cH:43]1.[CH3:50][C:51]#[N:52].[CH:7]([CH3:8])([CH3:9])[I:10].[K+:5].[K+:6]>>[CH:7]([CH3:8])([CH3:9])[N:47]1[CH2:46][CH2:45][CH:44]([c:41]2[cH:40][c:20]([C:21](=[O:22])[NH:23][c:24]3[c:25]([C:26](=[O:27])[O:28][CH3:29])[cH:30][cH:31][c:32](-[c:34]4[cH:35][cH:36][cH:37][cH:38][cH:39]4)[cH:33]3)[c:19]([O:18][CH2:11][c:12]3[cH:13][cH:14][cH:15][cH:16][cH:17]3)[cH:43][cH:42]2)[CH2:49][CH2:48]1.